This data is from the Open Reaction Database (ORD), a public repository of structured organic reaction records. The task is: describe an organic reaction: reactants, conditions, products, and yield Reactants: N1C[C@@H](CCC1)COC1=CC=NC=2N(C3=C(C21)C=C(N=C3)C#N)COCC[Si](C)(C)C ((R)-4-(piperidin-3-ylmethoxy)-9-((2-(trimethylsilyl)ethoxy)methyl)-9H-dipyrido[2,3-b;4′,3′-d]pyrrole-6-carbonitrile), C=O (Formalin), C([O-])([O-])=O.[Na+].[Na+] (sodium carbonate), C(C)(=O)O[BH-](OC(C)=O)OC(C)=O.[Na+] (sodium triacetoxyborohydride). Run in C(Cl)Cl (methylene chloride), CO (methanol), C(C)#N (acetonitrile), O (water). Run at time 20 minute. Yields the product CN1C[C@@H](CCC1)COC1=CC=NC=2N(C3=C(C21)C=C(N=C3)C#N)COCC[Si](C)(C)C ((R)-4-(1-methylpiperidin-3-ylmethoxy)-9-((2-(trimethylsilyl)ethoxy)methyl)-9H-dipyrido[2,3-b;4′,3′-d]pyrrole-6-carbonitrile). Reaction SMILES: [NH:1]1[CH2:6][CH2:5][CH2:4][C@@H:3]([CH2:7][O:8][C:9]2[C:17]3[C:16]4[CH:18]=[C:19]([C:22]#[N:23])[N:20]=[CH:21][C:15]=4[N:14]([CH2:24][O:25][CH2:26][CH2:27][Si:28]([CH3:31])([CH3:30])[CH3:29])[C:13]=3[N:12]=[CH:11][CH:10]=2)[CH2:2]1.C=O.[C:34](O[BH-](OC(=O)C)OC(=O)C)(=O)C.[Na+].C(=O)([O-])[O-].[Na+].[Na+]>C(#N)C.O.C(Cl)Cl.CO>[CH3:34][N:1]1[CH2:6][CH2:5][CH2:4][C@@H:3]([CH2:7][O:8][C:9]2[C:17]3[C:16]4[CH:18]=[C:19]([C:22]#[N:23])[N:20]=[CH:21][C:15]=4[N:14]([CH2:24][O:25][CH2:26][CH2:27][Si:28]([CH3:31])([CH3:30])[CH3:29])[C:13]=3[N:12]=[CH:11][CH:10]=2)[CH2:2]1 |f:2.3,4.5.6|. Procedure details: To a solution of (R)-4-(piperidin-3-ylmethoxy)-9-((2-(trimethylsilyl)ethoxy)methyl)-9H-dipyrido[2,3-b;4′,3′-d]pyrrole-6-carbonitrile (50 mg, 0.1 mmol) in acetonitrile (0.5 mL) and water (0.1 mL) was added Formalin (0.024 mL, 0.3 mmol) followed by sodium triacetoxyborohydride (48 mg, 0.2 mmol). The reaction mixture was stirred for 20 minutes at ambient temperature and then basified by the addition of saturated aqueous sodium carbonate solution (1 mL), diluted with methylene chloride (50 mL) and m... The reactants are C(C1=CC=CC=C1)N1N=CC(=C(C1=O)Cl)Cl (2-benzyl-4,5-dichloro-2H-pyridazine-3-one), C[O-].[Na+] (sodium methoxide). Solvent: C(Cl)Cl (methylene chloride), CO (methanol), CO (MeOH). Conditions: time 18 hour. Product: C(C1=CC=CC=C1)N1N=CC(=C(C1=O)Cl)OC (2-benzyl-4-chloro-5-methoxypyridazin-3(2H)-one). RXN SMILES: [CH2:1]([N:8]1[C:13](=[O:14])[C:12]([Cl:15])=[C:11](Cl)[CH:10]=[N:9]1)[C:2]1[CH:7]=[CH:6][CH:5]=[CH:4][CH:3]=1.[CH3:17][O-:18].[Na+]>CO.C(Cl)Cl>[CH2:1]([N:8]1[C:13](=[O:14])[C:12]([Cl:15])=[C:11]([O:18][CH3:17])[CH:10]=[N:9]1)[C:2]1[CH:7]=[CH:6][CH:5]=[CH:4][CH:3]=1 |f:1.2|. Procedure details: To a solution of 2-benzyl-4,5-dichloro-2H-pyridazine-3-one (22.31 g, 87.47 mmol), prepared as described in Example 244A, in dry MeOH (175 mL) at 0° C., was added dropwise a solution of sodium methoxide in methanol (25% weight in MeOH, 25 mL). The mixture was slowly warmed up to room temperature and stirred for 18 h. The reaction mixture was diluted with methylene chloride (200 mL) and filtered. The filtrate was concentrated to afford the title compound, 2-benzyl-4-chloro-5-methoxypyridazin-3(2H)... Reactants: FC1=CC2=C(C(=NO2)C2CCNCC2)C=C1 (6-fluoro-3-(4-piperidinyl)-1,2-benzisoxazole), ClCCCOC1=C(C=C(C=C1)C(O)C)O (4-(3-chloropropoxy)-3-hydroxy-α-methylbenzenemethanol), C(=O)(O)[O-].[Na+] (NaHCO3). Run in CC#N (CH3CN). Yields the product FC1=CC2=C(C(=NO2)C2CCN(CC2)CCCOC2=C(C=C(C=C2)C(O)=C)O)C=C1 (4-[3-[4-(6-fluoro-1,2-benzisoxazol-3-yl)-1-piperidinyl]propoxy]-3-hydroxy-α-methylenebenzene methanol). The yield is 106.9%. Reaction SMILES: [F:1][C:2]1[CH:16]=[CH:15][C:5]2[C:6]([CH:9]3[CH2:14][CH2:13][NH:12][CH2:11][CH2:10]3)=[N:7][O:8][C:4]=2[CH:3]=1.Cl[CH2:18][CH2:19][CH2:20][O:21][C:22]1[CH:27]=[CH:26][C:25]([CH:28]([CH3:30])[OH:29])=[CH:24][C:23]=1[OH:31].C([O-])(O)=O.[Na+]>CC#N>[F:1][C:2]1[CH:16]=[CH:15][C:5]2[C:6]([CH:9]3[CH2:10][CH2:11][N:12]([CH2:18][CH2:19][CH2:20][O:21][C:22]4[CH:27]=[CH:26][C:25]([C:28](=[CH2:30])[OH:29])=[CH:24][C:23]=4[OH:31])[CH2:13][CH2:14]3)=[N:7][O:8][C:4]=2[CH:3]=1 |f:2.3|. Procedure details: A mixture of 6-fluoro-3-(4-piperidinyl)-1,2-benzisoxazole (4.3 g, 0.0195 mol), 4-(3-chloropropoxy)-3-hydroxy-α-methylbenzenemethanol (4.5 g, 0.0195 mol), KI (200 mg), NaHCO3 (1.8 g, 0.0215 mol) and CH3CN (125 ml) was stirred at reflux under nitrogen for 24 hours. The cooled reaction was filtered and the filter cake was washed with CH3CN. The filtrate was concentrated to afford an oily residue, which was partitioned between water and ethyl acetate. The ethyl acetate extract was washed with water,... Starting materials: [H-].[Na+] (sodium hydride), [Cl-].[NH4+] (ammonium chloride), ClC1=CC(=NC=N1)N1[C@H](CCC[C@H](C1)C)C (1-(6-chloropyrimidin-4-yl)-cis-2,6-dimethyl-hexahydro-1H-azepine), C(C#CC)O (2-butyn-1-ol). The solvent is O1CCCC1 (tetrahydrofuran), O1CCCC1 (tetrahydrofuran), O1CCCC1 (tetrahydrofuran). Run at time 10 minute. Yields the product C(C#CC)OC1=CC(=NC=N1)N1[C@H](CCC[C@H](C1)C)C (1-(6-(2-butynyloxy) pyrimidin-4-yl)-cis-2,6-dimethyl-hexahydro-1H-azepine). Yield: 73.1%. RXN SMILES: [H-].[Na+].[CH2:3]([OH:7])[C:4]#[C:5][CH3:6].Cl[C:9]1[N:14]=[CH:13][N:12]=[C:11]([N:15]2[CH2:21][C@H:20]([CH3:22])[CH2:19][CH2:18][CH2:17][C@@H:16]2[CH3:23])[CH:10]=1.[Cl-].[NH4+]>O1CCCC1>[CH2:3]([O:7][C:9]1[N:14]=[CH:13][N:12]=[C:11]([N:15]2[CH2:21][C@H:20]([CH3:22])[CH2:19][CH2:18][CH2:17][C@@H:16]2[CH3:23])[CH:10]=1)[C:4]#[C:5][CH3:6] |f:0.1,4.5|. Procedure: 0.07 g of sodium hydride (60% oil suspension) was suspended in 3 ml of tetrahydrofuran. 0.5 ml of tetrahydrofuran solution of 0.11 g of 2-butyn-1-ol was added dropwise at room temperature therein, and the mixture was stirred for 10 minutes. Into the mixture was added dropwise 0.5 ml of tetrahydrofuran solution of 0.30 g of 1-(6-chloropyrimidin-4-yl)-cis-2,6-dimethyl-hexahydro-1H-azepine at room temperature, and stirred for 8 hours at 60° C. After the reaction mixture was cooled to near room temp...